From a dataset of the Open Reaction Database (ORD), a public repository of structured organic reaction records. describe an organic reaction: reactants, conditions, products, and yield Reactants: [Cl-], COC(=O)C1CCC(NC(=O)CCCCl)CC1, [H-], [NH4+], [Na+]. The product is COC(=O)C1CCC(N2CCCC2=O)CC1. As a reaction SMILES: [Cl-:20].[Cl:3][CH2:4][CH2:5][CH2:6][C:7](=[O:8])[NH:9][CH:10]1[CH2:11][CH2:12][CH:13]([C:16](=[O:17])[O:18][CH3:19])[CH2:14][CH2:15]1.[H-:1].[NH4+:21].[Na+:2]>>[CH2:4]1[CH2:5][CH2:6][C:7](=[O:8])[N:9]1[CH:10]1[CH2:11][CH2:12][CH:13]([C:16](=[O:17])[O:18][CH3:19])[CH2:14][CH2:15]1.